From a dataset of the Open Reaction Database (ORD), a public repository of structured organic reaction records. describe an organic reaction: reactants, conditions, products, and yield Reactants: COC(C)=O, CCCCCC, O=C(O)Cc1ccc(Cl)c(Cl)c1, ClCCl, OCC1NCCc2occc21. Product: O=C(Cc1ccc(Cl)c(Cl)c1)N1CCc2occc2C1CO. Reaction SMILES: [CH3:24][O:25][C:26](=[O:27])[CH3:28].[CH3:29][CH2:30][CH2:31][CH2:32][CH2:33][CH3:34].[Cl:1][c:2]1[cH:3][c:4]([CH2:9][C:10](=[O:11])[OH:12])[cH:5][cH:6][c:7]1[Cl:8].[Cl:35][CH2:36][Cl:37].[o:13]1[cH:14][cH:15][c:16]2[c:21]1[CH2:20][CH2:19][NH:18][CH:17]2[CH2:22][OH:23]>>[Cl:1][c:2]1[cH:3][c:4]([CH2:9][C:10](=[O:12])[N:18]2[CH:17]([CH2:22][OH:23])[c:16]3[cH:15][cH:14][o:13][c:21]3[CH2:20][CH2:19]2)[cH:5][cH:6][c:7]1[Cl:8]. Reactants: C(C1=CC=CC=C1)OC(=O)N1N=CC(=C1)C=C (4-vinylpyrazole-1-carboxylic acid benzyl ester), C(C1=CC=CC=C1)OC1=C(C=CC(=C1)I)N1CC(N(S1(=O)=O)CC[Si](C)(C)C)=O (5-(2-benzyloxy-4-iodophenyl)-1,1-dioxo-2-(2-trimethylsilanylethyl)-1,2,5-thiadiazolidin-3-one). The product is C(C1=CC=CC=C1)OC(=O)N1N=CC(=C1)C=CC1=CC(=C(C=C1)N1S(N(C(C1)=O)CC[Si](C)(C)C)(=O)=O)OCC1=CC=CC=C1 (4-(2-{3-Benzyloxy-4-[1,1,4-trioxo-5-(2-trimethylsilanylethyl)-1,2,5-thiadiazolidin-2-yl]-phenyl}-vinyl)-pyrazole-1-carboxylic Acid Benzyl Ester), C(C1=CC=CC=C1)OC1=C(C=CC(=C1)C=CC=1C=NNC1)N1CC(N(S1(=O)=O)CC[Si](C)(C)C)=O (5-{2-benzyloxy-4-[2-(1H-pyrazol-4-yl)-vinyl]-phenyl}-1,1-dioxo-2-(2-trimethylsilanylethyl)-1,2,5-thiadiazolidin-3-one). Reaction SMILES: [CH2:1]([O:8][C:9]([N:11]1[CH:15]=[C:14]([CH:16]=[CH2:17])[CH:13]=[N:12]1)=[O:10])[C:2]1[CH:7]=[CH:6][CH:5]=[CH:4][CH:3]=1.[CH2:18]([O:25][C:26]1[CH:31]=[C:30](I)[CH:29]=[CH:28][C:27]=1[N:33]1[S:37](=[O:39])(=[O:38])[N:36]([CH2:40][CH2:41][Si:42]([CH3:45])([CH3:44])[CH3:43])[C:35](=[O:46])[CH2:34]1)[C:19]1[CH:24]=[CH:23][CH:22]=[CH:21][CH:20]=1>>[CH2:1]([O:8][C:9]([N:11]1[CH:15]=[C:14]([CH:16]=[CH:17][C:30]2[CH:29]=[CH:28][C:27]([N:33]3[CH2:34][C:35](=[O:46])[N:36]([CH2:40][CH2:41][Si:42]([CH3:45])([CH3:44])[CH3:43])[S:37]3(=[O:39])=[O:38])=[C:26]([O:25][CH2:18][C:19]3[CH:24]=[CH:23][CH:22]=[CH:21][CH:20]=3)[CH:31]=2)[CH:13]=[N:12]1)=[O:10])[C:2]1[CH:3]=[CH:4][CH:5]=[CH:6][CH:7]=1.[CH2:18]([O:25][C:26]1[CH:31]=[C:30]([CH:17]=[CH:16][C:14]2[CH:15]=[N:11][NH:12][CH:13]=2)[CH:29]=[CH:28][C:27]=1[N:33]1[S:37](=[O:39])(=[O:38])[N:36]([CH2:40][CH2:41][Si:42]([CH3:45])([CH3:44])[CH3:43])[C:35](=[O:46])[CH2:34]1)[C:19]1[CH:24]=[CH:23][CH:22]=[CH:21][CH:20]=1. Reported procedure: The title compound is prepared from 4-vinylpyrazole-1-carboxylic acid benzyl ester and 5-(2-benzyloxy-4-iodophenyl)-1,1-dioxo-2-(2-trimethylsilanylethyl)-1,2,5-thiadiazolidin-3-one analogous to Example 39, step D. The deprotected pyrazole, 5-{2-benzyloxy-4-[2-(1H-pyrazol-4-yl)-vinyl]-phenyl}-1,1-dioxo-2-(2-trimethylsilanylethyl)-1,2,5-thiadiazolidin-3-one, is also isolated. Starting materials: C1CCOC1, [Li]CCCC, CP(C)C, CCCCCCCCCCCCC, N#Cc1ccccc1, C#Cc1ccccc1. Product: C(#Cc1ccccc1)c1ccccc1. As a reaction SMILES: [CH2:39]1[O:40][CH2:41][CH2:42][CH2:43]1.[CH2:9]([Li:10])[CH2:11][CH2:12][CH3:13].[CH3:22][P:23]([CH3:24])[CH3:25].[CH3:26][CH2:27][CH2:28][CH2:29][CH2:30][CH2:31][CH2:32][CH2:33][CH2:34][CH2:35][CH2:36][CH2:37][CH3:38].[N:14]#[C:15][c:16]1[cH:17][cH:18][cH:19][cH:20][cH:21]1.[c:1]1([C:7]#[CH:8])[cH:2][cH:3][cH:4][cH:5][cH:6]1>>[c:1]1([C:7]#[C:8][c:16]2[cH:17][cH:18][cH:19][cH:20][cH:21]2)[cH:2][cH:3][cH:4][cH:5][cH:6]1. Reactants: CNCC(CC1(CCCCC1)O)NS(=O)(=O)C1=CC=C(C)C=C1 (1-(3-(methylamino)-2-(tosylamino)propyl)cyclohexanol), C(=O)([O-])[O-].[K+].[K+] (K2CO3), C(=O)(OCC[Si](C)(C)C)ON1C(=O)CCC1=O (Teoc-OSu). Solvent: C1CCOC1.O (THF H2O). Conditions: time 30 minute. Product: OC1(CCCCC1)CC(CN(C(OCC[Si](C)(C)C)=O)C)NS(=O)(=O)C1=CC=C(C)C=C1 (2-(trimethylsilyl)ethyl 3-(1-hydroxycyclohexyl)-2-(tosylamino)propylmethylcarbamate). The yield is 74.0%. Reaction SMILES: [CH3:1][NH:2][CH2:3][CH:4]([NH:13][S:14]([C:17]1[CH:23]=[CH:22][C:20]([CH3:21])=[CH:19][CH:18]=1)(=[O:16])=[O:15])[CH2:5][C:6]1([OH:12])[CH2:11][CH2:10][CH2:9][CH2:8][CH2:7]1.C([O-])([O-])=O.[K+].[K+].[C:30]([O:39]N1C(=O)CCC1=O)([O:32][CH2:33][CH2:34][Si:35]([CH3:38])([CH3:37])[CH3:36])=O>C1COCC1.O>[OH:12][C:6]1([CH2:5][CH:4]([NH:13][S:14]([C:17]2[CH:23]=[CH:22][C:20]([CH3:21])=[CH:19][CH:18]=2)(=[O:16])=[O:15])[CH2:3][N:2]([CH3:1])[C:30](=[O:39])[O:32][CH2:33][CH2:34][Si:35]([CH3:36])([CH3:37])[CH3:38])[CH2:11][CH2:10][CH2:9][CH2:8][CH2:7]1 |f:1.2.3,5.6|. Reported procedure: To a solution of 1-(3-(methylamino)-2-(tosylamino)propyl)cyclohexanol in 3:1 THF/H2O v/v (4 mL) was added K2CO3 (240 mg, 1.74 mmol), followed by Teoc-OSu (248 mg, 0.96 mmol). The resulting solution was stirred at rt for 30 min and the organic solvent was removed under reduced pressure. The residue was extracted with EtOAc (2×). The combined organic phases were washed with brine, dried, filtered and concentrated under vacuum. The residue was chromatographied on silica gel to give 2-(trimethylsily...